Dataset: the Open Reaction Database (ORD), a public repository of structured organic reaction records. Task: describe an organic reaction: reactants, conditions, products, and yield The reactants are CC(=O)C.OS(=O)(=O)O.O=[Cr](=O)=O (Jones' reagent), ketone, ClCC(CI)=O (1-chloro-3-iodopropan-2-one), ketone, ClC=1C=CC(NC1)=O (5-chloropyrid-2-one). Product: ClCC(COC1=NC=C(C=C1)Cl)=O (1-chloro-3-(5-chloropyrid-2-yloxy)propan-2-one). As a reaction SMILES: CC(C)=O.OS(O)(=O)=O.O=[Cr](=O)=O.[Cl:14][CH2:15][C:16](=[O:19])[CH2:17]I.[Cl:20][C:21]1[CH:22]=[CH:23][C:24](=[O:27])[NH:25][CH:26]=1>>[Cl:14][CH2:15][C:16](=[O:19])[CH2:17][O:27][C:24]1[CH:23]=[CH:22][C:21]([Cl:20])=[CH:26][N:25]=1 |f:0.1.2|. Procedure details: A protected ketone derivative wherein R2 is a 5-chloro-2-pyridyl radical, for use as a starting material in the process of the invention, may be obtained by reacting epichlorhydrin with hydriodic acid and sodium iodide to give 1-chloro-3-iodopropan-2-ol, which is oxidised by Jones' reagent to the ketone, 1-chloro-3-iodopropan-2-one. The ketone is reacted with 5-chloropyrid-2-one to give 1-chloro-3-(5-chloropyrid-2-yloxy)propan-2-one, which is converted to the protected ketone derivative, ClCH2.C... Reported procedure: The 2-isopropylthioimidazole from Example 9 (11.1 g, 35 mmole) was suspended in 300 ml of methylene chloride and placed in an ice-bath. m-Chloroperbenzoic acid (7.5 g) was added in 100 ml. of methylene chloride over the period of 40 minutes. The solution was stirred for an additional 15 minutes and organic solution extracted with sodium bicarbonate (5%). The aqueous alkaline extract was discarded and the organic layer was dried and evaporated to give a semi-solid which was recrystallized from me... Run in C(Cl)Cl (methylene chloride), C(Cl)Cl (methylene chloride). Yields the product CC(C)S(=O)C=1NC(=C(N1)C1=CC=C(C=C1)OC)C1=CC=NC=C1 (2-(2-Propylsulfinyl)-4-(4-Methoxyphenyl)-5-(4-Pyridyl)-Imidazole). RXN SMILES: [CH3:1][CH:2]([S:4][C:5]1[NH:6][C:7]([C:18]2[CH:23]=[CH:22][N:21]=[CH:20][CH:19]=2)=[C:8]([C:10]2[CH:15]=[CH:14][C:13]([O:16][CH3:17])=[CH:12][CH:11]=2)[N:9]=1)[CH3:3].ClC1C=CC=C(C(OO)=[O:32])C=1>C(Cl)Cl>[CH3:3][CH:2]([S:4]([C:5]1[NH:6][C:7]([C:18]2[CH:19]=[CH:20][N:21]=[CH:22][CH:23]=2)=[C:8]([C:10]2[CH:11]=[CH:12][C:13]([O:16][CH3:17])=[CH:14][CH:15]=2)[N:9]=1)=[O:32])[CH3:1]. Run at time 15 minute. Starting materials: CC(C)SC=1NC(=C(N1)C1=CC=C(C=C1)OC)C1=CC=NC=C1 (2-(2-Propylthio)-4-(4-Methoxyphenyl)-5-(4-Pyridyl)Imidazole), ClC1=CC(=CC=C1)C(=O)OO (m-Chloroperbenzoic acid).